This data is from the Open Reaction Database (ORD), a public repository of structured organic reaction records. The task is: describe an organic reaction: reactants, conditions, products, and yield Reactants: CC(O)CO, CC(O)CO, COc1ccc(-c2c(-c3ccccc3)oc3ncnc(Cl)c23)cc1, CCc1ccc(-c2c(-c3ccccc3)oc3ncnc(Cl)c23)cc1. Yields the product COc1ccc(-c2c(-c3ccccc3)oc3ncnc(OC(C)CO)c23)cc1. Reaction SMILES: [CH3:49][CH:50]([OH:51])[CH2:52][OH:53].[CH3:54][CH:55]([CH2:56][OH:57])[OH:58].[Cl:1][c:2]1[c:3]2[c:4]([n:5][cH:6][n:7]1)[o:8][c:9](-[c:19]1[cH:20][cH:21][cH:22][cH:23][cH:24]1)[c:10]2-[c:11]1[cH:12][cH:13][c:14]([O:17][CH3:18])[cH:15][cH:16]1.[Cl:25][c:26]1[c:27]2[c:28](-[c:29]3[cH:30][cH:31][c:32]([CH2:33][CH3:34])[cH:35][cH:36]3)[c:37](-[c:38]3[cH:39][cH:40][cH:41][cH:42][cH:43]3)[o:44][c:45]2[n:46][cH:47][n:48]1>>[c:2]1([O:51][CH:50]([CH3:49])[CH2:52][OH:53])[c:3]2[c:4]([n:5][cH:6][n:7]1)[o:8][c:9](-[c:19]1[cH:20][cH:21][cH:22][cH:23][cH:24]1)[c:10]2-[c:11]1[cH:12][cH:13][c:14]([O:17][CH3:18])[cH:15][cH:16]1. Starting materials: C1(=CC=CC=C1)N1N=C(C=C1CCC=O)CC (3-(1-phenyl-3-ethyl-1H-pyrazol-5-yl)propanal), [BH-](OC(=O)C)(OC(=O)C)OC(=O)C.[Na+] (NaBH(OAc)3), C1(=CC=CC=C1)N1CCNCC1 (1-phenylpiperazine), CCN(C(C)C)C(C)C (DIPEA). Product: C1(=CC=CC=C1)N1CCN(CC1)CCCC1=CC(=NN1C1=CC=CC=C1)CC (1-phenyl-4-(3-(1-phenyl-3-ethyl-1H-pyrazol-5-yl)propyl)piperazine). RXN SMILES: [C:1]1([N:7]2[C:11]([CH2:12][CH2:13][CH:14]=O)=[CH:10][C:9]([CH2:16][CH3:17])=[N:8]2)[CH:6]=[CH:5][CH:4]=[CH:3][CH:2]=1.[C:18]1([N:24]2[CH2:29][CH2:28][NH:27][CH2:26][CH2:25]2)[CH:23]=[CH:22][CH:21]=[CH:20][CH:19]=1.CCN(C(C)C)C(C)C.[BH-](OC(C)=O)(OC(C)=O)OC(C)=O.[Na+]>>[C:18]1([N:24]2[CH2:29][CH2:28][N:27]([CH2:14][CH2:13][CH2:12][C:11]3[N:7]([C:1]4[CH:6]=[CH:5][CH:4]=[CH:3][CH:2]=4)[N:8]=[C:9]([CH2:16][CH3:17])[CH:10]=3)[CH2:26][CH2:25]2)[CH:23]=[CH:22][CH:21]=[CH:20][CH:19]=1 |f:3.4|. Procedure details: 41 mg (80%) of target compound was obtained by using a method same as in Example 1 by using 3-(1-phenyl-3-ethyl-1H-pyrazol-5-yl)propanal (31 mg, 0.138 mmol), 1-phenylpiperazine (0.021 mL, 0.138 mmol), DIPEA (0.036 mL, 0.206 mmol) and NaBH(OAc)3 (88 mg, 0.414 mmol). The reactants are NCCCOC1=C(C(=O)NC2=C(C=C(C(=O)N(C3=C(C=C(C=C3)C)OCCCCCC(=O)N3CCN(CC3)C)C)C=C2)OC)C=CC=C1 (4-[2-[(3-aminoprop-1-yl)oxy]benzoyl]amino-3-methoxy-N-methyl-N-[4-methyl-2-[5-(4-methylpiperazin-1-yl)carbonylpent-1-yloxy]phenyl]benzamide), C([C@H](O)[C@@H](O)C(=O)O)(=O)O (L-(+) tartaric acid). Solvent: C(C)O (ethanol), C(C)O (ethanol), O (water). Reaction conditions: time 1 hour. Product: C(=O)(O)C(O)C(O)C(=O)O.NCCCOC1=C(C(=O)NC2=C(C=C(C(=O)N(C3=C(C=C(C=C3)C)OCCCCCC(=O)N3CCN(CC3)C)C)C=C2)OC)C=CC=C1 (4-[2-[(3-aminoprop-1-yl)oxy]benzoyl]amino-3-methoxy-N-methyl-N-[4-methyl-2-[5-(4-methylpiperazin-1-yl)carbonylpent-1-yloxy]phenyl]benzamide tartrate). Yield: 39.7%. RXN SMILES: [NH2:1][CH2:2][CH2:3][CH2:4][O:5][C:6]1[CH:48]=[CH:47][CH:46]=[CH:45][C:7]=1[C:8]([NH:10][C:11]1[CH:42]=[CH:41][C:14]([C:15]([N:17]([CH3:40])[C:18]2[CH:23]=[CH:22][C:21]([CH3:24])=[CH:20][C:19]=2[O:25][CH2:26][CH2:27][CH2:28][CH2:29][CH2:30][C:31]([N:33]2[CH2:38][CH2:37][N:36]([CH3:39])[CH2:35][CH2:34]2)=[O:32])=[O:16])=[CH:13][C:12]=1[O:43][CH3:44])=[O:9].[C:49]([OH:58])(=[O:57])[C@@H:50]([C@H:52]([C:54]([OH:56])=[O:55])[OH:53])[OH:51]>C(O)C.O>[C:54]([CH:52]([CH:50]([C:49]([OH:58])=[O:57])[OH:51])[OH:53])([OH:56])=[O:55].[NH2:1][CH2:2][CH2:3][CH2:4][O:5][C:6]1[CH:48]=[CH:47][CH:46]=[CH:45][C:7]=1[C:8]([NH:10][C:11]1[CH:42]=[CH:41][C:14]([C:15]([N:17]([CH3:40])[C:18]2[CH:23]=[CH:22][C:21]([CH3:24])=[CH:20][C:19]=2[O:25][CH2:26][CH2:27][CH2:28][CH2:29][CH2:30][C:31]([N:33]2[CH2:38][CH2:37][N:36]([CH3:39])[CH2:35][CH2:34]2)=[O:32])=[O:16])=[CH:13][C:12]=1[O:43][CH3:44])=[O:9] |f:4.5|. Reported procedure: To a solution of 4-[2-[(3-aminoprop-1-yl)oxy]benzoyl]amino-3-methoxy-N-methyl-N-[4-methyl-2-[5-(4-methylpiperazin-1-yl)carbonylpent-1-yloxy]phenyl]benzamide (10.7 g) in ethanol (155 ml) was added a solution of L-(+) tartaric acid (2.43 g) in ethanol (60 ml) at 80° C. The solution was stirred at ambient temperature for 1 hour. The solvent was removed at reduced pressure and resulting solid was dissolved in distilled water (1 l) and the solution was filtered through micro filter and the filtrate w... Starting materials: [Na+].[I-] (NaI), ClC[Si]1(CCCC1)C1=CC=C(C=C1)OCC (1-chloromethyl-1-(4-ethoxyphenyl) -1-silacyclopentane), N1N=NC=C1 (triazole). Run in CC(=O)C (acetone). Product: IC[Si]1(CCCC1)C1=CC=C(C=C1)OCC (1-iodomethyl-1-(4-ethoxyphenyl)-1-silacyclopentane). As a reaction SMILES: [Na+].[I-:2].Cl[CH2:4][Si:5]1([C:10]2[CH:15]=[CH:14][C:13]([O:16][CH2:17][CH3:18])=[CH:12][CH:11]=2)[CH2:9][CH2:8][CH2:7][CH2:6]1.N1C=CN=N1>CC(C)=O>[I:2][CH2:4][Si:5]1([C:10]2[CH:15]=[CH:14][C:13]([O:16][CH2:17][CH3:18])=[CH:12][CH:11]=2)[CH2:9][CH2:8][CH2:7][CH2:6]1 |f:0.1|. Procedure: In the same apparatus as Example 1, 7.2 g (0.048 mol) of NaI was added and dissolved with 90 ml of acetone. To the flask, 8.13 g (0.032 mol) of 1-chloromethyl-1-(4-ethoxyphenyl) -1-silacyclopentane was added, and then the mixture was reacted under reflux for 5 hrs. After filtering the produced NaCl off and evaporating to remove acetone, the residue was extracted with n-hexane. The hexane solution was treated with dilute aqueous solution of Na2S2O3 and dried on anhydrous MgSO4, and filtered to re... Solvent: CO (methanol), O1CCCC1 (tetrahydrofuran), O (water). The reactants are Cl (hydrochloric acid), COC(=O)C=1C=2CC(C(NC2C=CC1Cl)C1=CC(=CC=C1)N1CCOCC1)(C)C (6-chloro-3,3-dimethyl-2-(3-morpholin-4-yl-phenyl)-1,2,3,4-tetrahydro-quinoline-5-carboxylic acid methyl ester), [OH-].[Na+] (sodium hydroxide). RXN SMILES: C[O:2][C:3]([C:5]1[C:6]2[CH2:7][C:8]([CH3:29])([CH3:28])[CH:9]([C:16]3[CH:21]=[CH:20][CH:19]=[C:18]([N:22]4[CH2:27][CH2:26][O:25][CH2:24][CH2:23]4)[CH:17]=3)[NH:10][C:11]=2[CH:12]=[CH:13][C:14]=1[Cl:15])=[O:4].[OH-].[Na+].Cl>CO.O1CCCC1.O>[Cl:15][C:14]1[CH:13]=[CH:12][C:11]2[NH:10][CH:9]([C:16]3[CH:21]=[CH:20][CH:19]=[C:18]([N:22]4[CH2:23][CH2:24][O:25][CH2:26][CH2:27]4)[CH:17]=3)[C:8]([CH3:29])([CH3:28])[CH2:7][C:6]=2[C:5]=1[C:3]([OH:4])=[O:2] |f:1.2|. Reported procedure: To a stirred mixture solution of 6-chloro-3,3-dimethyl-2-(3-morpholin-4-yl-phenyl)-1,2,3,4-tetrahydro-quinoline-5-carboxylic acid methyl ester (200 mg, 0.5 mmol) in methanol (5.0 mL) and tetrahydrofuran (5.0 mL) was added 50% sodium hydroxide in water (1.0 mL). The reaction mixture was stirred at 70° C. for 6 hours. The mixture was neutralized with a 3 N aqueous hydrochloric acid solution and extracted with ethyl acetate (2×100 mL), washed with water, dried over anhydrous sodium sulfate and then... Yield: 89.8%. Reaction conditions: temperature 70 celsius, time 6 hour. Product: ClC1=C(C=2CC(C(NC2C=C1)C1=CC(=CC=C1)N1CCOCC1)(C)C)C(=O)O (6-chloro-3,3-dimethyl-2-(3-morpholin-4-yl-phenyl)-1,2,3,4-tetrahydro-quinoline-5-carboxylic acid).